This data is from the Open Reaction Database (ORD), a public repository of structured organic reaction records. The task is: describe an organic reaction: reactants, conditions, products, and yield Starting materials: Cc1ccc(Cc2cccc3c2CCCC3C(=O)O)cc1, [K+], O=[Mn](=O)(=O)[O-], [Na+], [OH-], O, O=S(=O)(O)O, O=S([O-])O. Product: Cc1ccc(C(=O)c2cccc3c2CCCC3C(=O)O)cc1. As a reaction SMILES: [CH3:2][c:3]1[cH:4][cH:5][c:6]([CH2:7][c:8]2[c:9]3[c:14]([cH:15][cH:16][cH:17]2)[CH:13]([C:18](=[O:19])[OH:20])[CH2:12][CH2:11][CH2:10]3)[cH:21][cH:22]1.[K+:28].[Mn:23](=[O:24])([O-:25])(=[O:26])=[O:27].[Na+:38].[OH-:1].[OH2:39].[S:29](=[O:30])(=[O:31])([OH:32])[OH:33].[S:34](=[O:35])([OH:36])[O-:37]>>[CH3:2][c:3]1[cH:4][cH:5][c:6]([C:7]([c:8]2[c:9]3[c:14]([cH:15][cH:16][cH:17]2)[CH:13]([C:18](=[O:19])[OH:20])[CH2:12][CH2:11][CH2:10]3)=[O:24])[cH:21][cH:22]1. Starting materials: C(C)OC(=O)C1=NN2C(NC=3C=CC=CC3C2=C1C)=O (1-methyl-pyrazolo[1,5-c]quinazolin-5(6H)-one-2-carboxylic acid ethyl ester). The solvent is [OH-].[K+] (potassium hydroxide). Product: CC=1C(=NN2C(NC=3C=CC=CC3C21)=O)C(=O)O (1-Methylpyrazolo[1,5-c]quinazolin-5(6H)-one-2-carboxylic acid). Reaction SMILES: C([O:3][C:4]([C:6]1[C:18]([CH3:19])=[C:17]2[N:8]([C:9](=[O:20])[NH:10][C:11]3[CH:12]=[CH:13][CH:14]=[CH:15][C:16]=32)[N:7]=1)=[O:5])C>[OH-].[K+]>[CH3:19][C:18]1[C:6]([C:4]([OH:5])=[O:3])=[N:7][N:8]2[C:17]=1[C:16]1[CH:15]=[CH:14][CH:13]=[CH:12][C:11]=1[NH:10][C:9]2=[O:20] |f:1.2|. Reported procedure: A suspension of 25.7 g (0.10 mole) of 1-methyl-pyrazolo[1,5-c]quinazolin-5(6H)-one-2-carboxylic acid ethyl ester in 2.5 l of 10% alcoholic potassium hydroxide is refluxed for 3 hours, cooled to room temperature and filtered. The solid is dissolved in water extracted with chloroform, treated with Norit-A and filtered. The filtrate is cooled in an ice bath and acidified (Congo red) with 25 ml of concentrated hydrochloric acid. The white precipitate is filtered, digested with 1 l. of hot water and ... Yields the product CC1CNc2nc3c(N)nc4ccccc4c3n21. RXN SMILES: [CH3:1][CH:2]1[CH2:3][NH:4][c:5]2[n:6]1[c:7]1[c:8]([cH:9][n:10][c:11]3[cH:12][cH:13][cH:14][cH:15][c:16]13)[n:17]2.[ClH:18].[ClH:19].[ClH:25].[ClH:26].[NH2:20][CH2:21][CH:22]([NH2:23])[CH3:24].[NH2:27][CH2:28][CH:29]([NH2:30])[CH3:31]>>[CH3:1][CH:2]1[CH2:3][NH:4][c:5]2[n:6]1[c:7]1[c:8]([c:9]([NH2:20])[n:10][c:11]3[cH:12][cH:13][cH:14][cH:15][c:16]13)[n:17]2. Starting materials: CC1CNc2nc3cnc4ccccc4c3n21, Cl, Cl, Cl, Cl, CC(N)CN, CC(N)CN. The reactants are FC1=CC=C(C=C1)C(OCCN1CCNCC1)C1=CC=C(C=C1)F (1-[2-[Bis(4-fluorophenyl)methoxy]ethyl]piperazine), ClCCC(=O)C1=CC=C(C=C1)F (3-chloro-1-(4-fluorophenyl)-1-propanone). Yields the product Cl.Cl.FC1=CC=C(C=C1)C(CC)=O (1-(4-fluorophenyl)-1-propanone dihydrochloride). RXN SMILES: [F:1][C:2]1[CH:7]=[CH:6][C:5]([CH:8]([C:18]2C=CC(F)=C[CH:19]=2)[O:9]CCN2CCNCC2)=[CH:4][CH:3]=1.[Cl:25]CCC(C1C=CC(F)=CC=1)=O>>[ClH:25].[ClH:25].[F:1][C:2]1[CH:3]=[CH:4][C:5]([C:8](=[O:9])[CH2:18][CH3:19])=[CH:6][CH:7]=1 |f:2.3.4|. Reported procedure: 1-[2-[Bis(4-fluorophenyl)methoxy]ethyl]piperazine and 3-chloro-1-(4-fluorophenyl)-1-propanone were reacted with each other as decribed in Example VI. After evaporation of the solvent, water and chloroform were added. The working up was further as in Example VI, except that the residue of the column fraction was taken up in ethanol. 3-[4-[2-bis(4-fluorophenyl)methoxy]ethyl]-1-piperazinyl)-1-(4-fluorophenyl)-1-propanone dihydrochloride was obtained. The solvent is ClCCl (dichloromethane). Reported procedure: To an ice cold solution of 2 g of cis-[3-(methoxy-methyl-carbamoyl)-cyclobutyl]-acetic acid tert-butyl ester in 25 mL of dichloromethane was added 10 mL of trifluoroacetic acid. The mixture was allowed to warm and stir for 2 h then concentrated under reduced pressure. The residue was taken up in 3×50 mL of toluene and repeatedly concentrated under reduced pressure to remove trifluoroacetic acid. Drying under vacuum overnight gave 1.6 g of product as a colorless oil: MS (m+1)=202.3; 1H NMR (400 M... The product is CON(C(=O)[C@H]1C[C@H](C1)CC(=O)O)C (cis-[3-(Methoxy-methyl-carbamoyl)-cyclobutyl]-acetic acid). Reaction conditions: time 2 hour. Isolated yield 102.3%. Starting materials: ice, C(C)(C)(C)OC(C[C@@H]1C[C@@H](C1)C(N(C)OC)=O)=O (cis-[3-(methoxy-methyl-carbamoyl)-cyclobutyl]-acetic acid tert-butyl ester), FC(C(=O)O)(F)F (trifluoroacetic acid). RXN SMILES: C([O:5][C:6](=[O:18])[CH2:7][C@H:8]1[CH2:11][C@@H:10]([C:12](=[O:17])[N:13]([O:15][CH3:16])[CH3:14])[CH2:9]1)(C)(C)C.FC(F)(F)C(O)=O>ClCCl>[CH3:16][O:15][N:13]([CH3:14])[C:12]([C@@H:10]1[CH2:11][C@H:8]([CH2:7][C:6]([OH:18])=[O:5])[CH2:9]1)=[O:17]. The reactants are C(C)OC(=O)N1CC2=CC=CC=C2C1 (N-ethoxycarbonylisoindoline), C(C)OC(=O)N1C[C@H]2CCCC[C@H]2C1 (cis-hexahydro-N-ethoxycarbonylisoindoline), [H][H] (hydrogen), [H][H] (hydrogen). The reagents and catalysts are [C].[Rh] (rhodium-carbon). Run in C(C)O (ethylalcohol). Product: C(C)OC(=O)N1C[C@@H]2CCCC[C@H]2C1 (trans-hexahydro-N-ethoxycarbonylisoindoline). The yield is 0.6%. As a reaction SMILES: [CH2:1]([O:3][C:4]([N:6]1[CH2:14][C:13]2[C:8](=[CH:9][CH:10]=[CH:11][CH:12]=2)[CH2:7]1)=[O:5])[CH3:2].[H][H].C(OC(N1C[C@H]2[C@H](CCCC2)C1)=O)C>[C].[Rh].C(O)C>[CH2:1]([O:3][C:4]([N:6]1[CH2:7][C@H:8]2[C@@H:13]([CH2:12][CH2:11][CH2:10][CH2:9]2)[CH2:14]1)=[O:5])[CH3:2] |f:3.4|. Reported procedure: In a 3-liter GL autoclave fitted with a electromagnetic stirrer are added 207 g of N-ethoxycarbonylisoindoline, 793 g of ethylalcohol and 20 g of 5% rhodium-carbon catalyst (50% water-containing). The reaction mixture is subjected to a hydrogen-pressure of 25 kg/cm2 and a temperature of 130° C. After a 10 hour hydrogen introduction, the drop in the rate of the hydrogen-absorption is observed, at this point the introduction of hydrogen is ceased to terminate the reaction. After the termination of... Starting materials: Cl, CN(C(=O)N(C)C1CN(C(=O)C2CCNCC2)CC1c1ccc(F)cc1)c1cc(C(F)(F)F)cc(C(F)(F)F)c1, O=C(O)C1(O)CC1. The product is CN(C(=O)N(C)C1CN(C(=O)C2CCN(C(=O)C3(O)CC3)CC2)CC1c1ccc(F)cc1)c1cc(C(F)(F)F)cc(C(F)(F)F)c1. RXN SMILES: [ClH:1].[F:2][C:3]([c:4]1[cH:5][c:6]([N:14]([C:15](=[O:16])[N:17]([CH3:18])[CH:19]2[CH2:20][N:21]([C:31](=[O:32])[CH:33]3[CH2:34][CH2:35][NH:36][CH2:37][CH2:38]3)[CH2:22][CH:23]2[c:24]2[cH:25][cH:26][c:27]([F:30])[cH:28][cH:29]2)[CH3:39])[cH:7][c:8]([C:10]([F:11])([F:12])[F:13])[cH:9]1)([F:40])[F:41].[OH:42][C:43]1([C:46](=[O:47])[OH:48])[CH2:44][CH2:45]1>>[F:2][C:3]([c:4]1[cH:5][c:6]([N:14]([C:15](=[O:16])[N:17]([CH3:18])[CH:19]2[CH2:20][N:21]([C:31](=[O:32])[CH:33]3[CH2:34][CH2:35][N:36]([C:46]([C:43]4([OH:42])[CH2:44][CH2:45]4)=[O:47])[CH2:37][CH2:38]3)[CH2:22][CH:23]2[c:24]2[cH:25][cH:26][c:27]([F:30])[cH:28][cH:29]2)[CH3:39])[cH:7][c:8]([C:10]([F:11])([F:12])[F:13])[cH:9]1)([F:40])[F:41]. The product is COc1cccc(C(=CC=CC(=O)NCCCCc2cccnc2)c2cccc(OC)c2)c1. The reactants are COc1cccc(C(=CC=CC(=O)Oc2ccc([N+](=O)[O-])cc2)c2cccc(OC)c2)c1, C1CCOC1, NCCCCc1cccnc1. RXN SMILES: [N+:1]([c:2]1[cH:3][cH:4][c:5]([O:10][C:11](=[O:6])[CH:12]=[CH:13][CH:14]=[C:15]([c:16]2[cH:17][c:18]([O:22][CH3:23])[cH:19][cH:20][cH:21]2)[c:24]2[cH:25][c:26]([O:30][CH3:31])[cH:27][cH:28][cH:29]2)[cH:7][cH:8]1)([O-:9])=[O:32].[O:44]1[CH2:45][CH2:46][CH2:47][CH2:48]1.[n:33]1[cH:34][c:35]([CH2:39][CH2:40][CH2:41][CH2:42][NH2:43])[cH:36][cH:37][cH:38]1>>[O:10]=[C:11]([CH:12]=[CH:13][CH:14]=[C:15]([c:16]1[cH:17][c:18]([O:22][CH3:23])[cH:19][cH:20][cH:21]1)[c:24]1[cH:25][c:26]([O:30][CH3:31])[cH:27][cH:28][cH:29]1)[NH:43][CH2:42][CH2:41][CH2:40][CH2:39][c:35]1[cH:34][n:33][cH:38][cH:37][cH:36]1. The reactants are C(C1=CC=CC=C1)N1[C@@]2(C(CC[C@H]1[C@@H](C2)S(=O)(=O)C2=CC=CC=C2)=O)C2=CC=CC=C2 ((1R*,5S*,6R*)-8-benzyl-1-phenyl-6-phenylsulphonyl-8-azabicyclo[3.2.1]octan-2-one), C(CCC)[Li] (n-butyl lithium), hexanes, C[Si](C)(C)OCC#C (O-trimethylsilylpropargyl alcohol). The solvent is O1CCCC1 (tetrahydrofuran), O1CCCC1 (tetrahydrofuran). Reaction conditions: time 30 minute. Product: C(C1=CC=CC=C1)N1[C@@]2([C@](CC[C@H]1[C@@H](C2)S(=O)(=O)C2=CC=CC=C2)(O)C#CCO)C2=CC=CC=C2 ((1R*,2R*,5S*,6R*)-8-Benzyl-2-(3-hydroxypropynyl)-1-phenyl-6-phenylsulphonyl-8-azabicyclo[3.2.1]octan-2-ol). The yield is 79.0%. As a reaction SMILES: C([Li])CCC.C[Si]([O:10][CH2:11][C:12]#[CH:13])(C)C.[CH2:14]([N:21]1[C@@H:26]2[C@H:27]([S:29]([C:32]3[CH:37]=[CH:36][CH:35]=[CH:34][CH:33]=3)(=[O:31])=[O:30])[CH2:28][C@@:22]1([C:39]1[CH:44]=[CH:43][CH:42]=[CH:41][CH:40]=1)[C:23](=[O:38])[CH2:24][CH2:25]2)[C:15]1[CH:20]=[CH:19][CH:18]=[CH:17][CH:16]=1>O1CCCC1>[CH2:14]([N:21]1[C@@H:26]2[C@H:27]([S:29]([C:32]3[CH:33]=[CH:34][CH:35]=[CH:36][CH:37]=3)(=[O:30])=[O:31])[CH2:28][C@@:22]1([C:39]1[CH:44]=[CH:43][CH:42]=[CH:41][CH:40]=1)[C@@:23]([C:13]#[C:12][CH2:11][OH:10])([OH:38])[CH2:24][CH2:25]2)[C:15]1[CH:20]=[CH:19][CH:18]=[CH:17][CH:16]=1. Procedure details: A solution of n-butyl lithium in hexanes (1.6M, 20 ml, 32 mmol) was added to a stirred, −78° C. solution of O-trimethylsilylpropargyl alcohol (5 ml, 34.8 mmol) in tetrahydrofuran (50 ml). After 30 minutes a solution of (1R*,5S*,6R*)-8-benzyl-1-phenyl-6-phenylsulphonyl-8-azabicyclo[3.2.1]octan-2-one (Description 7; 4.6 g, 10.7 mmol) in tetrahydrofuran (20 ml) was added. The mixture was stirred for 30 minutes then quenched by addition of saturated ammonium chloride. The mixture was diluted with et... Reactants: C(C)(C)(C)OC(=O)N1C(CCC1)(CCC)C=O (2-formyl-2-propyl-pyrrolidine-1-carboxylic acid tert-butyl ester), BrC1=NC(=C(C=C1)Cl)Cl (2-bromo-5,6-dichloro-pyridine), C(C)(C)[Mg]Cl (isopropylmagnesium chloride), solution. Run in C1CCOC1 (THF), C1CCOC1 (THF), C1CCOC1 (THF). Reaction conditions: time 2 hour. Product: C(C)(C)(C)OC(=O)N1C(CCC1)(CCC)C(O)C1=NC(=C(C=C1)Cl)Cl (2-[(5,6-dichloro-pyridin-2-yl)-hydroxy-methyl]-2-propyl-pyrrolidine-1-carboxylic acid tert-butyl ester). Yield: 56.4%. As a reaction SMILES: Br[C:2]1[CH:7]=[CH:6][C:5]([Cl:8])=[C:4]([Cl:9])[N:3]=1.C([Mg]Cl)(C)C.[C:15]([O:19][C:20]([N:22]1[CH2:26][CH2:25][CH2:24][C:23]1([CH:30]=[O:31])[CH2:27][CH2:28][CH3:29])=[O:21])([CH3:18])([CH3:17])[CH3:16]>C1COCC1>[C:15]([O:19][C:20]([N:22]1[CH2:26][CH2:25][CH2:24][C:23]1([CH:30]([C:2]1[CH:7]=[CH:6][C:5]([Cl:8])=[C:4]([Cl:9])[N:3]=1)[OH:31])[CH2:27][CH2:28][CH3:29])=[O:21])([CH3:17])([CH3:18])[CH3:16]. Procedure: To a stirred solution of 2-bromo-5,6-dichloro-pyridine (0.500 g, 2.20 mmol) in THF (6 mL) at 0° C. and under nitrogen was added isopropylmagnesium chloride (1.21 mL of a 2 M solution in THF, 2.42 mmol) dropwise. After 2 hours, a solution of 2-formyl-2-propyl-pyrrolidine-1-carboxylic acid tert-butyl ester (0.317 g, 1.32 mmol) in THF (1 mL) was added to the reaction mixture dropwise. After 30 minutes, the reaction mixture was warmed to ambient temperature and stirred for one hour, then quenched by...